From a dataset of the Open Reaction Database (ORD), a public repository of structured organic reaction records. describe an organic reaction: reactants, conditions, products, and yield The reactants are BrC(C(C(=O)O)(F)F)(F)F (3-bromo-2,2,3,3-tetrafluoropropionic acid), S(O)(O)(=O)=O (sulfuric acid), C(C)O (ethanol). Product: BrC(C(C(=O)OCC)(F)F)(F)F (ethyl 3-bromo-2,2,3,3-tetrafluoropropionate). RXN SMILES: [Br:1][C:2]([F:10])([F:9])[C:3]([F:8])([F:7])[C:4]([OH:6])=[O:5].S(=O)(=O)(O)O.[CH2:16](O)[CH3:17]>>[Br:1][C:2]([F:10])([F:9])[C:3]([F:8])([F:7])[C:4]([O:6][CH2:16][CH3:17])=[O:5]. Procedure: To a solution of 7.0 g (31 mmol) of 3-bromo-2,2,3,3-tetrafluoropropionic acid in 40 ml of ethanol was added 1.0 ml of concentrated sulfuric acid, and the mixture was heated under reflux for 8 hours and then distilled under ordinary pressure to give an ethanolic solution of ethyl 3-bromo-2,2,3,3-tetrafluoropropionate. Ammonia gas was blown into the solution, which was left at room temperature overnight and then concentrated under reduced pressure to give 5.6 g of 3-bromo-2,2,3,3-tetrafluoropropio... Starting materials: C(C)OOP(=O)(OOCC)CCN1C(NC(C1=O)(C)C)=O (3-(diethoxyphosphonoethyl)-5,5-dimethyl-hydantoin), C(Cl)C1CO1 (epichlorohydrin), Example 1 ( c ), Example 1 ( c ), [OH-].[Na+] (sodium hydroxide), epoxide. The reagents and catalysts are [Cl-].C[N+](C)(C)C (tetramethylammonium chloride). Reaction conditions: temperature 105 celsius, time 105 minute. The product is C(C1CO1)N1C(=O)N(C(=O)C1(C)C)CCP(=O)(OOCC)OOCC (1-Glycidyl-3-(diethoxyphosphonoethyl)-5,5-dimethyl-hydantoin). Reaction SMILES: [CH2:1]([O:3][O:4][P:5]([CH2:11][CH2:12][N:13]1[C:17](=[O:18])[C:16]([CH3:20])([CH3:19])[NH:15][C:14]1=[O:21])([O:7][O:8][CH2:9][CH3:10])=[O:6])[CH3:2].[CH2:22]([CH:24]1[O:26][CH2:25]1)Cl.[OH-].[Na+]>[Cl-].C[N+](C)(C)C>[CH2:22]([N:15]1[C:16]([CH3:19])([CH3:20])[C:17](=[O:18])[N:13]([CH2:12][CH2:11][P:5]([O:7][O:8][CH2:9][CH3:10])([O:4][O:3][CH2:1][CH3:2])=[O:6])[C:14]1=[O:21])[CH:24]1[O:26][CH2:25]1 |f:2.3,4.5|. Procedure: A mixture of 146.1 g of 3-(diethoxyphosphonoethyl)-5,5-dimethyl-hydantoin (0.5 mol), 694 g of epichlorohydrin (7.5 mols) and 0.5 g of tetramethylammonium chloride is stirred for 105 minutes at 105° C. 44 g of 50% strength aqueous sodium hydroxide solution are added dropwise over the course of 3 hours at 60° C, analogously to Example 1 (c). The mixture is worked up analogously to Example 1 (c) and 157 g of a yellow, clear resin (90.2% of theory) with 2.74 epoxide equivalents/kg (95.5% of theory) ... Reactants: COC(C(C)(C1=CC(=CC=C1)OCC1=CC2=CC=CC=C2C=C1)O)OC (2-hydroxy-2-[3-(naphth-2-ylmethoxy)phenyl]propionaldehyde dimethyl acetal), CC(=O)C (acetone), C([O-])(O)=O.[Na+] (sodium bicarbonate). The reagents and catalysts are S(O)(O)(=O)=O (sulphuric acid). Reaction conditions: time 5 hour. The product is CC1(OC(C(O1)(C1=CC(=CC=C1)OCC1=CC2=CC=CC=C2C=C1)C)OC)C ((4SR,5RS)-2,2,4-trimethyl-5-methoxy-4-[3-(naphth-2-ylmethoxy)phenyl]-1,3-dioxolane). Yield: 31.0%. Reaction SMILES: [CH3:1][O:2][CH:3](OC)[C:4]([OH:24])([C:6]1[CH:11]=[CH:10][CH:9]=[C:8]([O:12][CH2:13][C:14]2[CH:23]=[CH:22][C:21]3[C:16](=[CH:17][CH:18]=[CH:19][CH:20]=3)[CH:15]=2)[CH:7]=1)[CH3:5].C(=O)(O)[O-].[Na+].[CH3:32][C:33]([CH3:35])=[O:34]>S(=O)(=O)(O)O>[CH3:32][C:33]1([CH3:35])[O:24][C:4]([CH3:5])([C:6]2[CH:11]=[CH:10][CH:9]=[C:8]([O:12][CH2:13][C:14]3[CH:23]=[CH:22][C:21]4[C:16](=[CH:17][CH:18]=[CH:19][CH:20]=4)[CH:15]=3)[CH:7]=2)[CH:3]([O:2][CH3:1])[O:34]1 |f:1.2|. Procedure: Concentrated sulphuric acid (5 drops) was added to a solution of 2-hydroxy-2-[3-(naphth-2-ylmethoxy)phenyl]propionaldehyde dimethyl acetal (1.5 g) in acetone (30 ml) and the mixture was stirred at ambient temperature for 5 hours. A saturated aqueous sodium bicarbonate solution (30 ml) was added and the bulk of the acetone was evaporated. The residue was partitioned between diethyl ether and water. The organic phase was washed with water and with a saturated sodium chloride solution, dried (MgSO4... Reactants: C(C)C1=CC=C(S1)C(=O)Cl (5-ethylthiophen-2-carbonyl chloride), ( 6 ), ( 7 ), FC1=C2C=CN(C2=CC=C1)[C@H]1[C@H](OC(C)=O)[C@@H](OC(C)=O)[C@H](OC(C)=O)[C@H](O1)COC(C)=O (4-Fluoro-1-(2,3,4,6-tetra-O-acetyl-β-D-glucopyranosyl)indole). Yields the product C(C)C1=CC=C(S1)CC1=CN(C2=CC=CC(=C12)F)[C@H]1[C@H](O)[C@@H](O)[C@H](O)[C@H](O1)CO (3-(5-Ethylthiophen-2-yl-methyl)-4-fluoro-1-(β-D-gluco-pyranosyl)indole). Reaction SMILES: [F:1][C:2]1[CH:10]=[CH:9][CH:8]=[C:7]2[C:3]=1[CH:4]=[CH:5][N:6]2[C@@H:11]1[O:28][C@H:27]([CH2:29][O:30]C(=O)C)[C@@H:22]([O:23]C(=O)C)[C@H:17]([O:18]C(=O)C)[C@H:12]1[O:13]C(=O)C.[CH2:34]([C:36]1[S:40][C:39]([C:41](Cl)=O)=[CH:38][CH:37]=1)[CH3:35]>>[CH2:34]([C:36]1[S:40][C:39]([CH2:41][C:4]2[C:3]3[C:7](=[CH:8][CH:9]=[CH:10][C:2]=3[F:1])[N:6]([C@@H:11]3[O:28][C@H:27]([CH2:29][OH:30])[C@@H:22]([OH:23])[C@H:17]([OH:18])[C@H:12]3[OH:13])[CH:5]=2)=[CH:38][CH:37]=1)[CH3:35]. Reported procedure: 4-Fluoro-1-(2,3,4,6-tetra-O-acetyl-β-D-glucopyranosyl)indole obtained in Example 2-(3) and 5-ethylthiophen-2-carbonyl chloride were treated in a manner similar to Example 2-(4), (5), (6) and (7) to give the titled compound as a colorless powder. APCI-Mass m/Z 439 (M+NH4). 1H-NMR (DMSO-d6) δ 1.17 (t, J=7.5 Hz, 3H), 2.69 (q, J=7.5 Hz, 2H), 3.20-3.48 (m, 4H), 3.67 (m, 2H), 4.20 (s, 2H), 4.53 (br, 1H), 5.08 (br, 1H), 5.20 (br, 2H), 5.38 (d, J=9.2 Hz, 1H), 6.60 (d, J=3.3 Hz, 1H), 6.65 (d, J=3.2 Hz, 1... Reactants: BrBr (bromine), BrBr (bromine), OC1(C(CCCC1)C(=O)O)C(C1=CC=C(C=C1)OC)=O (2-hydroxy-2-(4-methoxy-benzoyl)-cyclohexanecarboxylic acid), compound, C(C)(=O)OC(C)=O (acetic anhydride). Solvent: C(C)(=O)O (acetic acid). Reaction conditions: temperature 20 celsius, time 30 minute. Yields the product C(C)(=O)OC1(OC(C2CCCCC12Br)=O)C1=CC=C(C=C1)OC (7a-bromo-1-(4-methoxy-phenyl)-3-oxo-octahydro-isobenzo-furan-1-yl acetate). The yield is 88.0%. RXN SMILES: O[C:2]1([C:11](=[O:20])[C:12]2[CH:17]=[CH:16][C:15]([O:18][CH3:19])=[CH:14][CH:13]=2)[CH2:7][CH2:6][CH2:5][CH2:4][CH:3]1[C:8]([OH:10])=[O:9].[Br:21]Br.[C:23]([O:26]C(=O)C)(=O)[CH3:24]>C(O)(=O)C>[C:23]([O:20][C:11]1([C:12]2[CH:17]=[CH:16][C:15]([O:18][CH3:19])=[CH:14][CH:13]=2)[C:2]2([Br:21])[CH:3]([CH2:4][CH2:5][CH2:6][CH2:7]2)[C:8](=[O:10])[O:9]1)(=[O:26])[CH3:24]. Reported procedure: 40 g (0.153 mol) of 2-hydroxy-2-(4-methoxy-benzoyl)-cyclohexanecarboxylic acid (=compound of example 6) are dissolved in 125 ml of acetic anhydride. 24.37 g (0.153 mol) of bromine in 24 ml of acetic acid are added slowly to this solution over 1 hour 40 minutes while keeping the temperature at 20° C. After addition of ⅓-½ equivalent of the bromine solution, a yellowish suspension is formed. The reaction mixture is stirred for 30 minutes at 20° C., followed by 1 hour at 0° C. in order to achieve c... Run at temperature 120 celsius, time 6 hour. Starting materials: ClC1=NC2=CC(=C(C=C2C(N1)=O)OC)OC (2-chloro-6,7-dimethoxy-3H-quinazolin-4-one), Cl.Cl.C(C1=CC=CC=C1)N1C=NC=2CNCCC21 (1-benzyl-1,4,6,7-tetrahydro-imidazo[4,5-c]pyridine dihydrochloride), C(C)(C)N(CC)C(C)C (diisopropylethylamine). Reaction SMILES: Cl[C:2]1[NH:11][C:10](=[O:12])[C:9]2[C:4](=[CH:5][C:6]([O:15][CH3:16])=[C:7]([O:13][CH3:14])[CH:8]=2)[N:3]=1.Cl.Cl.[CH2:19]([N:26]1[C:34]2[CH2:33][CH2:32][NH:31][CH2:30][C:29]=2[N:28]=[CH:27]1)[C:20]1[CH:25]=[CH:24][CH:23]=[CH:22][CH:21]=1.C(N(C(C)C)CC)(C)C>COCCO.O>[CH2:19]([N:26]1[C:34]2[CH2:33][CH2:32][N:31]([C:2]3[NH:11][C:10](=[O:12])[C:9]4[C:4](=[CH:5][C:6]([O:15][CH3:16])=[C:7]([O:13][CH3:14])[CH:8]=4)[N:3]=3)[CH2:30][C:29]=2[N:28]=[CH:27]1)[C:20]1[CH:21]=[CH:22][CH:23]=[CH:24][CH:25]=1 |f:1.2.3|. Isolated yield 29.9%. Procedure: A mixture of 2-chloro-6,7-dimethoxy-3H-quinazolin-4-one 1 (wherein R is methyl and Z is —C(O)—, 296 mg, 1.24 mmol), 1-benzyl-1,4,6,7-tetrahydro-imidazo[4,5-c]pyridine dihydrochloride 15a (440 mg, 1.54 mmol)) and diisopropylethylamine (1.2 g, 9.26 mmol) in 2-methoxyethanol (10 mL) was stirred at 120° C. for 6 hours. The reaction mixture was concentrated in vacuo to give an oil residue, which was diluted with water. The white precipitate that formed was collected by filtration to give 155 mg of 2-... The product is C(C1=CC=CC=C1)N1C=NC=2CN(CCC21)C2=NC1=CC(=C(C=C1C(N2)=O)OC)OC (2-(1-benzyl-1,4,6,7-tetrahydro-imidazo[4,5-c]pyridin-5-yl)-6,7-dimethoxy-3H-quinazolin-4-one). Run in COCCO (2-methoxyethanol), O (water).